Task: describe an organic reaction: reactants, conditions, products, and yield. Dataset: the Open Reaction Database (ORD), a public repository of structured organic reaction records The reactants are C=CCBr, C[S-], CN1CCc2cccc(Cl)c2CC1, [Na+]. The product is Cl, C=CCSc1cccc2c1CCN(C)CC2. RXN SMILES: [CH2:17]([CH:18]=[CH2:19])[Br:20].[CH3:14][S-:15].[Cl:1][c:2]1[cH:3][cH:4][cH:5][c:6]2[c:12]1[CH2:11][CH2:10][N:9]([CH3:13])[CH2:8][CH2:7]2.[Na+:16]>>[ClH:1].[c:2]1([S:15][CH2:17][CH:18]=[CH2:19])[cH:3][cH:4][cH:5][c:6]2[c:12]1[CH2:11][CH2:10][N:9]([CH3:13])[CH2:8][CH2:7]2. Reactants: C(CCC)[Li] (n-butyllithium), CN(C)CCN(C)C (TMEDA), FC1(OC2=C(O1)C=CC=C2)F (2,2-difluoro-1,3-benzodioxole), O1CCCC1 (tetrahydrofuran). Solvent: CCCCCC (hexane). Yields the product C(C)OC(C(C#N)=COCC)=O (ethoxymethylenecyanoacetic acid ethyl ester). Reaction SMILES: F[C:2]1(F)[O:6][C:5]2[CH:7]=CC=CC=2[O:3]1.C([Li])CCC.C[N:18]([CH2:20][CH2:21]N(C)C)C.[O:25]1[CH2:29]C[CH2:27][CH2:26]1>CCCCCC>[CH2:5]([O:6][C:2](=[O:3])[C:21](=[CH:29][O:25][CH2:26][CH3:27])[C:20]#[N:18])[CH3:7]. Procedure details: 7.9 g (50 mmol) of 2,2-difluoro-1,3-benzodioxole are metallated according to Example 2 at -15° C. with 35 ml (55 mmol) of n-butyllithium (1.60M in hexane) and 6.5 g (55 mmol) of TMEDA in 60 ml of hexane. To the 2,2-difluoro-1,3-benzodioxol-4-yllithium which precipitates there is added at -20° C., over a period of 30 minutes, a solution of 9.3 g (55 mmol) of ethoxymethylenecyanoacetic acid ethyl ester in 30 ml of tetrahydrofuran, an orange-red turbid solution being formed during the reaction, whi... The reactants are CC=1NC2=CC=CC=C2C1 (2-methylindole), [OH-].[K+] (KOH), ICC (iodoethane). Run in CS(=O)C (DMSO). Reaction conditions: time 12 hour. Product: C(C)N1C(=CC2=CC=CC=C12)C (1-Ethyl-2-methylindole). Isolated yield 82.6%. RXN SMILES: [CH3:1][C:2]1[NH:3][C:4]2[C:9]([CH:10]=1)=[CH:8][CH:7]=[CH:6][CH:5]=2.[OH-].[K+].I[CH2:14][CH3:15]>CS(C)=O>[CH2:14]([N:3]1[C:4]2[C:9](=[CH:8][CH:7]=[CH:6][CH:5]=2)[CH:10]=[C:2]1[CH3:1])[CH3:15] |f:1.2|. Reported procedure: To a mixture of 0.20 g (1.52 mmol) of 2-methylindole, 0.38 g (6.89 mmol) of KOH in DMSO (6 mL) was added 0.24 mL (3.04 mmol) of iodoethane. The mixture was stirred at room temperature for 12 hours, quenched by the addition of 15 mL of H2O, and extracted with ethyl acetate (2×15 mL). The combined organic extracts were washed with water (10 mL), brine (20 mL), dried (MgSO4), filtered and concentrated in vacuo. The crude product was purified by column chromatography (ether/petroleum ether 0.5:9.5) ... The reactants are CC(C)=O, FC(F)(F)c1nc2cc(Oc3ccc(C4OCCO4)cc3)cc(C(F)(F)F)c2[nH]1. The product is O=Cc1ccc(Oc2cc(C(F)(F)F)c3nc(C(F)(F)F)[nH]c3c2)cc1. RXN SMILES: [CH3:30][C:31](=[O:32])[CH3:33].[O:1]1[CH:2]([c:6]2[cH:7][cH:8][c:9]([O:12][c:13]3[cH:14][c:15]4[c:16]([nH:17][c:18]([C:20]([F:21])([F:22])[F:23])[n:19]4)[c:24]([C:26]([F:27])([F:28])[F:29])[cH:25]3)[cH:10][cH:11]2)[O:5][CH2:4][CH2:3]1>>[O:1]=[CH:2][c:6]1[cH:7][cH:8][c:9]([O:12][c:13]2[cH:14][c:15]3[c:16]([n:17][c:18]([C:20]([F:21])([F:22])[F:23])[nH:19]3)[c:24]([C:26]([F:27])([F:28])[F:29])[cH:25]2)[cH:10][cH:11]1.